Dataset: the Open Reaction Database (ORD), a public repository of structured organic reaction records. Task: describe an organic reaction: reactants, conditions, products, and yield Starting materials: ClC1=C(C(=O)Cl)C=C(C(=C1C)F)F (2-chloro-4,5-difluoro-3-methylbenzoyl chloride), [Mg] (magnesium), C(CC(=O)OCC)(=O)OCC (diethyl malonate), S(O)(O)(=O)=O (sulfuric acid). Reagents/catalysts: C(Cl)(Cl)(Cl)Cl (carbon tetrachloride). Run in C1(=CC=CC=C1)C (toluene), C1(=CC=CC=C1)C (toluene), C(C)O (ethanol), C(C)O (ethanol), O (water). Reaction conditions: time 30 minute. Yields the product ClC1=C(C(=O)C(C(=O)OCC)C(=O)OCC)C=C(C(=C1C)F)F (diethyl 2-chloro-3-methyl-4,5-difluorobenzoylmalonate). As a reaction SMILES: [Mg].[C:2]([O:10][CH2:11][CH3:12])(=[O:9])[CH2:3][C:4]([O:6][CH2:7][CH3:8])=[O:5].[Cl:13][C:14]1[C:22]([CH3:23])=[C:21]([F:24])[C:20]([F:25])=[CH:19][C:15]=1[C:16](Cl)=[O:17].S(=O)(=O)(O)O>C(O)C.C(Cl)(Cl)(Cl)Cl.C1(C)C=CC=CC=1.O>[Cl:13][C:14]1[C:22]([CH3:23])=[C:21]([F:24])[C:20]([F:25])=[CH:19][C:15]=1[C:16]([CH:3]([C:4]([O:6][CH2:7][CH3:8])=[O:5])[C:2]([O:10][CH2:11][CH3:12])=[O:9])=[O:17]. Procedure details: Separately, metallic magnesium (0.38 g) is suspended in anhydrous ethanol (0.8 ml) and thereto is added a few drops of carbon tetrachloride. When the reaction is started, a mixture of diethyl malonate (2.3 ml), anhydrous ethanol (1.5 ml) and anhydrous toluene (6 ml) is added portionwise t 50°-60° C. Thereto is added dropwise a solution of the above 2-chloro-4,5-difluoro-3-methylbenzoyl chloride (3.3 g) in anhydrous toluene (5 ml) at 0° C. After the addition, the mixture is stirred at room temper... The reactants are CC(C)CC(CNCC(=O)O)NC(=O)OCc1ccccc1, CO, OP(O)O. Yields the product CC(C)CC(N)CNCC(=O)O. As a reaction SMILES: [CH3:1][CH:2]([CH2:3][CH:4]([CH2:5][NH:6][CH2:7][C:8](=[O:9])[OH:10])[NH:11][C:12]([O:13][CH2:14][c:15]1[cH:16][cH:17][cH:18][cH:19][cH:20]1)=[O:21])[CH3:22].[CH3:27][OH:28].[P:23]([OH:24])([OH:25])[OH:26]>>[CH3:1][CH:2]([CH2:3][CH:4]([CH2:5][NH:6][CH2:7][C:8](=[O:9])[OH:10])[NH2:11])[CH3:22]. Starting materials: CO, O=C1CCc2cc([N+](=O)[O-])ccc2N1CCN1CCCCC1. Yields the product Nc1ccc2c(c1)CCC(=O)N2CCN1CCCCC1. RXN SMILES: [CH3:23][OH:24].[N+:1]([O-:2])(=[O:3])[c:4]1[cH:5][c:6]2[c:11]([cH:12][cH:13]1)[N:10]([CH2:14][CH2:15][N:16]1[CH2:17][CH2:18][CH2:19][CH2:20][CH2:21]1)[C:9](=[O:22])[CH2:8][CH2:7]2>>[NH2:1][c:4]1[cH:5][c:6]2[c:11]([cH:12][cH:13]1)[N:10]([CH2:14][CH2:15][N:16]1[CH2:17][CH2:18][CH2:19][CH2:20][CH2:21]1)[C:9](=[O:22])[CH2:8][CH2:7]2. Starting materials: Fc1ccc(CBr)cc1, [K+], [OH-], O, O=C(O)c1ccc(O)cc1C(=O)O. Product: O=C(O)c1ccc(OCc2ccc(F)cc2)cc1C(=O)O. RXN SMILES: [F:16][c:17]1[cH:18][cH:19][c:20]([CH2:21][Br:22])[cH:23][cH:24]1.[K+:15].[OH-:14].[OH2:25].[OH:1][C:2](=[O:3])[c:4]1[cH:5][cH:6][c:7]([OH:8])[cH:9][c:10]1[C:11]([OH:12])=[O:13]>>[OH:1][C:2](=[O:3])[c:4]1[cH:5][cH:6][c:7]([O:8][CH2:21][c:20]2[cH:19][cH:18][c:17]([F:16])[cH:24][cH:23]2)[cH:9][c:10]1[C:11]([OH:12])=[O:13]. Reactants: CCCCOCCOc1ccc(-c2ccc3c(c2)C=C(C(=O)OC)CCN3Cc2nnn(C)n2)cc1, C1CCOC1, Cl, [Na+], [OH-]. Product: CCCCOCCOc1ccc(-c2ccc3c(c2)C=C(C(=O)O)CCN3Cc2nnn(C)n2)cc1. As a reaction SMILES: [CH2:1]([CH2:2][CH2:3][CH3:4])[O:5][CH2:6][CH2:7][O:8][c:9]1[cH:10][cH:11][c:12](-[c:15]2[cH:16][cH:17][c:18]3[c:19]([cH:36]2)[CH:20]=[C:21]([C:32](=[O:33])[O:34][CH3:35])[CH2:22][CH2:23][N:24]3[CH2:25][c:26]2[n:27][n:28][n:29]([CH3:31])[n:30]2)[cH:13][cH:14]1.[CH2:40]1[O:41][CH2:42][CH2:43][CH2:44]1.[ClH:39].[Na+:38].[OH-:37]>>[CH2:1]([CH2:2][CH2:3][CH3:4])[O:5][CH2:6][CH2:7][O:8][c:9]1[cH:10][cH:11][c:12](-[c:15]2[cH:16][cH:17][c:18]3[c:19]([cH:36]2)[CH:20]=[C:21]([C:32](=[O:33])[OH:34])[CH2:22][CH2:23][N:24]3[CH2:25][c:26]2[n:27][n:28][n:29]([CH3:31])[n:30]2)[cH:13][cH:14]1. Product: C(C)(C)(C)OC(=O)N(C)N1C=C(C(C2=CC(=C(C(=C12)F)F)F)=O)C(=O)OCC (ethyl 1-(N-tert-butoxycarbonyl-N-methylamino)-6,7,8-trifluoro-1,4-dihydro-4-oxoquinoline-3-carboxylate). Reaction SMILES: F[C:2]1[C:26]([F:27])=[C:25]([F:28])[C:24]([F:29])=[CH:23][C:3]=1[C:4]([C:6](=[CH:12][NH:13][N:14]([C:16]([O:18][C:19]([CH3:22])([CH3:21])[CH3:20])=[O:17])[CH3:15])[C:7]([O:9][CH2:10][CH3:11])=[O:8])=[O:5].C(=O)([O-])[O-].[K+].[K+]>CN(C)C=O>[C:19]([O:18][C:16]([N:14]([N:13]1[C:23]2[C:3](=[CH:2][C:26]([F:27])=[C:25]([F:28])[C:24]=2[F:29])[C:4](=[O:5])[C:6]([C:7]([O:9][CH2:10][CH3:11])=[O:8])=[CH:12]1)[CH3:15])=[O:17])([CH3:22])([CH3:21])[CH3:20] |f:1.2.3|. Reactants: FC1=C(C(=O)C(C(=O)OCC)=CNN(C)C(=O)OC(C)(C)C)C=C(C(=C1F)F)F (ethyl 2-(2,3,4,5-tetrafluorobenzoyl)-3-(2-tert-butoxycarbonyl-2-methylhydrazino)acrylate), C([O-])([O-])=O.[K+].[K+] (potassium carbonate), ice water. Isolated yield 92.5%. The solvent is CN(C=O)C (dimethylformamide). Reported procedure: A suspension of ethyl 2-(2,3,4,5-tetrafluorobenzoyl)-3-(2-tert-butoxycarbonyl-2-methylhydrazino)acrylate (10.50 g)and potassium carbonate (3.80 g)in dimethylformamide (31.5 ml)was heated at 60°~65° C. for one hour. The mixture was poured into ice-water (300 ml) to give a solid. The solid was filtered , dissolved in dichloromethane (100 ml), dried over magnesium sulfate, and concentrated under reduced pressure to give a residue. The residue was triturated with n-hexane to give ethyl 1-(N-tert-but... The reactants are CCOC(=O)C(C)(C)Oc1ccc(OCCC2CNC(=O)N2C)cc1, CS(=O)(=O)c1ccc(CCl)cc1, Cl, [H-], [Na+], CN(C)C=O, O. Yields the product CCOC(=O)C(C)(C)Oc1ccc(OCCC2CN(Cc3ccc(S(C)(=O)=O)cc3)C(=O)N2C)cc1. Reaction SMILES: [CH2:1]([CH3:2])[O:3][C:4]([C:5]([CH3:6])([O:7][c:8]1[cH:9][cH:10][c:11]([O:14][CH2:15][CH2:16][CH:17]2[N:18]([CH3:23])[C:19](=[O:22])[NH:20][CH2:21]2)[cH:12][cH:13]1)[CH3:24])=[O:25].[CH3:28][S:29](=[O:30])(=[O:31])[c:32]1[cH:33][cH:34][c:35]([CH2:36][Cl:37])[cH:38][cH:39]1.[ClH:40].[H-:27].[Na+:26].[O:41]=[CH:42][N:43]([CH3:44])[CH3:45].[OH2:46]>>[CH2:1]([CH3:2])[O:3][C:4]([C:5]([CH3:6])([O:7][c:8]1[cH:9][cH:10][c:11]([O:14][CH2:15][CH2:16][CH:17]2[N:18]([CH3:23])[C:19](=[O:22])[N:20]([CH2:36][c:35]3[cH:34][cH:33][c:32]([S:29]([CH3:28])(=[O:30])=[O:31])[cH:39][cH:38]3)[CH2:21]2)[cH:12][cH:13]1)[CH3:24])=[O:25]. Starting materials: ClC1=C2C(=NN(C2=C(C=C1)C=1C(=NC=CC1)[C@H](CC1=CC(=CC(=C1)F)F)NC(C(F)(F)F)=O)C)NS(=O)(=O)C ((S)—N-(1-(3-(4-chloro-1-methyl-3-(methylsulfonamido)-1H-indazol-7-yl)pyridin-2-yl)-2-(3,5-difluorophenyl)ethyl)-2,2,2-trifluoroacetamide), C1=CC(=CC(=C1)Cl)C(=O)OO (mCPBA). Solvent: C(Cl)Cl (DCM). Run at time 16 hour. The product is ClC1=C2C(=NN(C2=C(C=C1)C=1C(=[N+](C=CC1)[O-])[C@H](CC1=CC(=CC(=C1)F)F)NC(C(F)(F)F)=O)C)NS(=O)(=O)C ((S)-3-(4-chloro-1-methyl-3-(methylsulfonamido)-1H-indazol-7-yl)-2-(2-(3,5-difluorophenyl)-1-(2,2,2-trifluoroacetamido)ethyl)pyridine 1-oxide). Reaction SMILES: [Cl:1][C:2]1[CH:10]=[CH:9][C:8]([C:11]2[C:12]([C@@H:17]([NH:27][C:28](=[O:33])[C:29]([F:32])([F:31])[F:30])[CH2:18][C:19]3[CH:24]=[C:23]([F:25])[CH:22]=[C:21]([F:26])[CH:20]=3)=[N:13][CH:14]=[CH:15][CH:16]=2)=[C:7]2[C:3]=1[C:4]([NH:35][S:36]([CH3:39])(=[O:38])=[O:37])=[N:5][N:6]2[CH3:34].C1C=C(Cl)C=C(C(OO)=[O:48])C=1>C(Cl)Cl>[Cl:1][C:2]1[CH:10]=[CH:9][C:8]([C:11]2[C:12]([C@@H:17]([NH:27][C:28](=[O:33])[C:29]([F:32])([F:30])[F:31])[CH2:18][C:19]3[CH:24]=[C:23]([F:25])[CH:22]=[C:21]([F:26])[CH:20]=3)=[N+:13]([O-:48])[CH:14]=[CH:15][CH:16]=2)=[C:7]2[C:3]=1[C:4]([NH:35][S:36]([CH3:39])(=[O:37])=[O:38])=[N:5][N:6]2[CH3:34]. Procedure: To a solution of (S)—N-(1-(3-(4-chloro-1-methyl-3-(methylsulfonamido)-1H-indazol-7-yl)pyridin-2-yl)-2-(3,5-difluorophenyl)ethyl)-2,2,2-trifluoroacetamide (57B, 8.0 g, 13.61 mmol) in DCM (70 mL) was added mCPBA (3.659 g, 16.33 mmol) in 4 portions over a 15 minute period. The reaction mixture was stirred at room temperature for 16 hours. Upon completion, the reaction was quenched with 1M aqueous NaHSO3 and saturated aqueous NaHCO3. The organic layer was collected and the aqueous layer was extracte...